From a dataset of the Open Reaction Database (ORD), a public repository of structured organic reaction records. describe an organic reaction: reactants, conditions, products, and yield Reactants: CCCOCCOc1ccc(OB([O-])[O-])cc1, CC(C)CCN1CCC(C(=O)Nc2ccc(CN(C)C3CCOCC3)cc2)=Cc2cc(Br)ccc21, O=C([O-])[O-], CCO, [K+], [K+], O, O, Cc1ccccc1. Yields the product CCCOCCOc1ccc(-c2ccc3c(c2)C=C(C(=O)Nc2ccc(CN(C)C4CCOCC4)cc2)CCN3CCC(C)C)cc1. RXN SMILES: [B:36]([O-:37])([O-:51])[O:52][c:38]1[cH:39][cH:40][c:41]([O:44][CH2:45][CH2:46][O:47][CH2:48][CH2:49][CH3:50])[cH:42][cH:43]1.[Br:1][c:2]1[cH:3][cH:4][c:5]2[c:6]([cH:35]1)[CH:7]=[C:8]([C:17](=[O:18])[NH:19][c:20]1[cH:21][cH:22][c:23]([CH2:26][N:27]([CH:28]3[CH2:29][CH2:30][O:31][CH2:32][CH2:33]3)[CH3:34])[cH:24][cH:25]1)[CH2:9][CH2:10][N:11]2[CH2:12][CH2:13][CH:14]([CH3:15])[CH3:16].[C:53](=[O:54])([O-:55])[O-:56].[CH2:61]([OH:62])[CH3:63].[K+:57].[K+:58].[OH2:59].[OH2:60].[c:64]1([CH3:65])[cH:66][cH:67][cH:68][cH:69][cH:70]1>>[c:2]1(-[c:38]2[cH:39][cH:40][c:41]([O:44][CH2:45][CH2:46][O:47][CH2:48][CH2:49][CH3:50])[cH:42][cH:43]2)[cH:3][cH:4][c:5]2[c:6]([cH:35]1)[CH:7]=[C:8]([C:17](=[O:18])[NH:19][c:20]1[cH:21][cH:22][c:23]([CH2:26][N:27]([CH:28]3[CH2:29][CH2:30][O:31][CH2:32][CH2:33]3)[CH3:34])[cH:24][cH:25]1)[CH2:9][CH2:10][N:11]2[CH2:12][CH2:13][CH:14]([CH3:15])[CH3:16]. The reactants are O=C1Nc2cccc(Br)c2C12COc1cc3c(cc12)OCCO3, FC(F)(F)c1ccc(CBr)o1, Cc1noc2cc3c(cc12)C1(CO3)C(=O)Nc2ccccc21, CCCCCI. Product: CCCCCN1C(=O)C2(COc3cc4c(cc32)OCCO4)c2c(Br)cccc21. Reaction SMILES: [Br:18][c:19]1[c:20]2[c:21]([cH:22][cH:23][cH:24]1)[NH:25][C:26](=[O:40])[C:27]21[CH2:28][O:29][c:30]2[cH:31][c:32]3[c:33]([cH:38][c:39]21)[O:34][CH2:35][CH2:36][O:37]3.[Br:7][CH2:8][c:9]1[o:10][c:11]([C:12]([F:13])([F:14])[F:15])[cH:16][cH:17]1.[CH3:41][c:42]1[c:43]2[cH:44][c:45]3[c:58]([cH:59][c:60]2[o:61][n:62]1)[O:57][CH2:56][C:46]31[c:47]2[c:48]([cH:49][cH:50][cH:51][cH:52]2)[NH:53][C:54]1=[O:55].[I:1][CH2:2][CH2:3][CH2:4][CH2:5][CH3:6]>>[CH2:2]([CH2:3][CH2:4][CH2:5][CH3:6])[N:25]1[c:21]2[c:20]([c:19]([Br:18])[cH:24][cH:23][cH:22]2)[C:27]2([C:26]1=[O:40])[CH2:28][O:29][c:30]1[cH:31][c:32]3[c:33]([cH:38][c:39]12)[O:34][CH2:35][CH2:36][O:37]3. Starting materials: Cc1ccccc1, COc1ccc(C(=O)O)cc1S(=O)(=O)Cl, C1COCCO1, O, c1ccc(P(c2ccccc2)c2ccccc2)cc1. Product: COc1ccc(C(=O)O)cc1S. As a reaction SMILES: [CH3:42][c:43]1[cH:44][cH:45][cH:46][cH:47][cH:48]1.[Cl:1][S:2](=[O:3])(=[O:4])[c:5]1[cH:6][c:7]([C:8](=[O:9])[OH:10])[cH:11][cH:12][c:13]1[O:14][CH3:15].[O:36]1[CH2:37][CH2:38][O:39][CH2:40][CH2:41]1.[OH2:35].[c:16]1([P:17]([c:18]2[cH:19][cH:20][cH:21][cH:22][cH:23]2)[c:24]2[cH:25][cH:26][cH:27][cH:28][cH:29]2)[cH:30][cH:31][cH:32][cH:33][cH:34]1>>[SH:2][c:5]1[cH:6][c:7]([C:8](=[O:9])[OH:10])[cH:11][cH:12][c:13]1[O:14][CH3:15]. The reactants are ClCCCl, CS(=O)(=O)N(CC1CC1)c1ccccc1N1CCNCC1, O=C(O)C(O)Cc1ccc(Cl)cc1, ClCCl, CN(C)C=O. Yields the product CS(=O)(=O)N(CC1CC1)c1ccccc1N1CCN(C(=O)C(O)Cc2ccc(Cl)cc2)CC1. As a reaction SMILES: [CH2:35]([Cl:36])[CH2:37][Cl:38].[CH:1]1([CH2:4][N:5]([c:6]2[c:7]([N:12]3[CH2:13][CH2:14][NH:15][CH2:16][CH2:17]3)[cH:8][cH:9][cH:10][cH:11]2)[S:18](=[O:19])(=[O:20])[CH3:21])[CH2:2][CH2:3]1.[Cl:22][c:23]1[cH:24][cH:25][c:26]([CH2:29][CH:30]([C:31](=[O:32])[OH:33])[OH:34])[cH:27][cH:28]1.[Cl:39][CH2:40][Cl:41].[O:42]=[CH:43][N:44]([CH3:45])[CH3:46]>>[CH:1]1([CH2:4][N:5]([c:6]2[c:7]([N:12]3[CH2:13][CH2:14][N:15]([C:31]([CH:30]([CH2:29][c:26]4[cH:25][cH:24][c:23]([Cl:22])[cH:28][cH:27]4)[OH:34])=[O:32])[CH2:16][CH2:17]3)[cH:8][cH:9][cH:10][cH:11]2)[S:18](=[O:19])(=[O:20])[CH3:21])[CH2:2][CH2:3]1. Starting materials: C(C1=CC=CC=C1)OC(=O)NCC1=CC(=C(C=C1)OC)O (N-benzyloxycarbonyl-3-hydroxy-4-methoxybenzylamine), BrCC(=O)OCC (ethyl bromoacetate), C([O-])([O-])=O.[K+].[K+] (potassium carbonate). Run in CC(CC)=O (2-butanone). Reaction conditions: time 8 hour. Yields the product C(C1=CC=CC=C1)OC(=O)NCC1=CC(=C(C=C1)OC)OCC(=O)OCC (N-Benzyloxycarbonyl-3-ethoxycarbonylmethyloxy-4-methoxybenzylamine). Isolated yield 68.6%. Reaction SMILES: [CH2:1]([O:8][C:9]([NH:11][CH2:12][C:13]1[CH:18]=[CH:17][C:16]([O:19][CH3:20])=[C:15]([OH:21])[CH:14]=1)=[O:10])[C:2]1[CH:7]=[CH:6][CH:5]=[CH:4][CH:3]=1.Br[CH2:23][C:24]([O:26][CH2:27][CH3:28])=[O:25].C(=O)([O-])[O-].[K+].[K+]>CC(=O)CC>[CH2:1]([O:8][C:9]([NH:11][CH2:12][C:13]1[CH:18]=[CH:17][C:16]([O:19][CH3:20])=[C:15]([O:21][CH2:23][C:24]([O:26][CH2:27][CH3:28])=[O:25])[CH:14]=1)=[O:10])[C:2]1[CH:3]=[CH:4][CH:5]=[CH:6][CH:7]=1 |f:2.3.4|. Reported procedure: A mixture comprising 20 g of N-benzyloxycarbonyl-3-hydroxy-4-methoxybenzylamine, 17.43 g of ethyl bromoacetate, 14.43 g of potassium carbonate and 200 ml of 2-butanone, was refluxed under heating with stirring overnight. The mixture was cooled to room temperature. Then, inorganic substances were filtered off, and the filtrate was distilled under reduced pressure. The obtained residue was extracted with chloroform, and the organic layer was washed with water and a saturated sodium chloride aqueou... Run in C(Cl)Cl (methylene chloride). Procedure details: To a solution maintained at 0° C. of 12.5 g of the ester obtained according to (a) and 8.79 g thiophene-2-carboxylic acid chloride in 130 ml methylene chloride, there are added little by little 7.9 g aluminium chloride. The mixture is then maintained at reflux temperature for 6 hours and then poured into a mixture of ice and hydrochloric acid. The final product is recrystallised from methanol. There are obtained, with an 85% yield, 16.35 g of the ester which melts at 85° C. Isolated yield 85.0%. The reactants are ester, [Cl-].[Al+3].[Cl-].[Cl-] (aluminium chloride), Cl (hydrochloric acid), C1(=CC=CC=2CCCCC12)OCC(=O)OC (Methyl (5,6,7,8-tetrahyro-1-naphthyloxy)-acetate), S1C(=CC=C1)C(=O)Cl (thiophene-2-carboxylic acid chloride). As a reaction SMILES: [C:1]1([O:11][CH2:12][C:13]([O:15][CH3:16])=[O:14])[C:10]2[CH2:9][CH2:8][CH2:7][CH2:6][C:5]=2[CH:4]=[CH:3][CH:2]=1.[S:17]1[CH:21]=[CH:20][CH:19]=[C:18]1[C:22](Cl)=[O:23].[Cl-].[Al+3].[Cl-].[Cl-].Cl>C(Cl)Cl>[C:18]1([C:22]([C:4]2[C:5]3[CH2:6][CH2:7][CH2:8][CH2:9][C:10]=3[C:1]([O:11][CH2:12][C:13]([O:15][CH3:16])=[O:14])=[CH:2][CH:3]=2)=[O:23])[S:17][CH:21]=[CH:20][CH:19]=1 |f:2.3.4.5|. The product is C1(=CC=CS1)C(=O)C1=CC=C(C=2CCCCC12)OCC(=O)OC (Methyl [4-(2-thenoyl)-5,6,7,8-tetrahydro-1-naphthyloxy]-acetate). Reactants: [H-].[H-].[H-].[H-].[Li+].[Al+3] (LiAlH4), C1(CCC2=CC=CC=C12)C(=O)N1CCC(=CC1)C1=CNC2=CC=CC=C12 (3-[1-(1-indanylcarbonyl)-1,2,3,6-tetrahydropyridin-4-yl]-1H-indole). Solvent: C1CCOC1 (THF), C1CCOC1 (THF). Yields the product C1(CCC2=CC=CC=C12)CN1CCC(=CC1)C1=CNC2=CC=CC=C12 (3-[1-(1-Indanylmethyl)-1,2,3,6-tetrahydropyridin-4-yl]-1H-indole). RXN SMILES: [H-].[H-].[H-].[H-].[Li+].[Al+3].[CH:7]1([C:16]([N:18]2[CH2:23][CH:22]=[C:21]([C:24]3[C:32]4[C:27](=[CH:28][CH:29]=[CH:30][CH:31]=4)[NH:26][CH:25]=3)[CH2:20][CH2:19]2)=O)[C:15]2[C:10](=[CH:11][CH:12]=[CH:13][CH:14]=2)[CH2:9][CH2:8]1>C1COCC1>[CH:7]1([CH2:16][N:18]2[CH2:19][CH:20]=[C:21]([C:24]3[C:32]4[C:27](=[CH:28][CH:29]=[CH:30][CH:31]=4)[NH:26][CH:25]=3)[CH2:22][CH2:23]2)[C:15]2[C:10](=[CH:11][CH:12]=[CH:13][CH:14]=2)[CH2:9][CH2:8]1 |f:0.1.2.3.4.5|. Reported procedure: To a solution of LiAlH4 (1.6 g) in dry THF (100 ml) kept at 0° C. was added drop-wise a solution of 3-[1-(1-indanylcarbonyl)-1,2,3,6-tetrahydropyridin-4-yl]-1H-indole 4a (4.7 g) in dry THF (200 ml). The mixture was left stirring over-night at room temperature. Excess LiAlH4 was destroyed by cautiously adding 10% water in THF. The precipitated inorganic salts were filtered off. The solvents were evaporated leaving crude title compound (5.2 g). Recrystallization from 2-propanol afforded 2.8 g of p... Reactants: OC1(CCC2(OCCO2)CC1)C=1C=CC(=NC1)C#N (5-(8-hydroxy-1,4-dioxaspiro[4.5]dec-8-yl)pyridine-2-carbonitrile), OC1(CCC(CC1)=O)C1=CC=C(C#N)C=C1 (4-(1-hydroxy-4-oxocyclohexyl)benzonitrile). Yields the product OC1(CCC(CC1)=O)C=1C=CC(=NC1)C#N (5-(1-Hydroxy-4-oxocyclohexyl)pyridine-2-carbonitrile). As a reaction SMILES: [OH:1][C:2]1([C:12]2[CH:13]=[CH:14][C:15]([C:18]#[N:19])=[N:16][CH:17]=2)[CH2:11][CH2:10][C:5]2(OCC[O:6]2)[CH2:4][CH2:3]1.OC1(C2C=CC(C#N)=CC=2)CCC(=O)CC1>>[OH:1][C:2]1([C:12]2[CH:13]=[CH:14][C:15]([C:18]#[N:19])=[N:16][CH:17]=2)[CH2:11][CH2:10][C:5](=[O:6])[CH2:4][CH2:3]1. Procedure details: The title compound was synthesized from 5-(8-hydroxy-1,4-dioxaspiro[4.5]dec-8-yl)pyridine-2-carbonitrile using the same typical deprotection procedure as for 4-(1-hydroxy-4-oxocyclohexyl)benzonitrile. The reactants are COC(=O)c1ccccc1S(=O)(=O)N=C=O, CC#N, COc1cc(OC(F)(F)F)nc(N)n1. Yields the product COC(=O)c1ccccc1S(=O)(=O)NC(=O)Nc1nc(OC)cc(OC(F)(F)F)n1. As a reaction SMILES: [CH3:1][O:2][C:3](=[O:4])[c:5]1[c:6]([S:11](=[O:12])(=[O:13])[N:14]=[C:15]=[O:16])[cH:7][cH:8][cH:9][cH:10]1.[CH3:31][C:32]#[N:33].[NH2:17][c:18]1[n:19][c:20]([O:26][C:27]([F:28])([F:29])[F:30])[cH:21][c:22]([O:24][CH3:25])[n:23]1>>[CH3:1][O:2][C:3](=[O:4])[c:5]1[c:6]([S:11](=[O:12])(=[O:13])[NH:14][C:15](=[O:16])[NH:17][c:18]2[n:19][c:20]([O:26][C:27]([F:28])([F:29])[F:30])[cH:21][c:22]([O:24][CH3:25])[n:23]2)[cH:7][cH:8][cH:9][cH:10]1. Reactants: FC1(CCC(CC1)CNC(=O)C=1C=2C=CC(=NC2C=CC1Cl)Cl)F (2,6-dichloro-quinoline-5-carboxylic acid (4,4-difluoro-cyclohexylmethyl)-amide), CCN(C(C)C)C(C)C (DIPEA), F[C@@H]1CNCC1 ((S)-3-fluoropyrrolidine). Product: FC1(CCC(CC1)CNC(=O)C=1C=2C=CC(=NC2C=CC1Cl)N1C[C@H](CC1)F)F (6-Chloro-2-((S)-3-fluoropyrrolidin-1-yl)-quinoline-5-carboxylic acid (4,4-difluoro-cyclohexylmethyl)-amide). As a reaction SMILES: [F:1][C:2]1([F:24])[CH2:7][CH2:6][CH:5]([CH2:8][NH:9][C:10]([C:12]2[C:13]3[CH:14]=[CH:15][C:16](Cl)=[N:17][C:18]=3[CH:19]=[CH:20][C:21]=2[Cl:22])=[O:11])[CH2:4][CH2:3]1.CCN(C(C)C)C(C)C.[F:34][C@H:35]1[CH2:39][CH2:38][NH:37][CH2:36]1>>[F:1][C:2]1([F:24])[CH2:7][CH2:6][CH:5]([CH2:8][NH:9][C:10]([C:12]2[C:13]3[CH:14]=[CH:15][C:16]([N:37]4[CH2:38][CH2:39][C@H:35]([F:34])[CH2:36]4)=[N:17][C:18]=3[CH:19]=[CH:20][C:21]=2[Cl:22])=[O:11])[CH2:4][CH2:3]1. Reported procedure: The title compound was synthesized according to the procedure described in example 1 using 2,6-dichloro-quinoline-5-carboxylic acid (4,4-difluoro-cyclohexylmethyl)-amide, DIPEA and (S)-3-fluoropyrrolidine. 1H NMR (400 MHz, DMSO-d6) δ ppm 7.75 (1H), 7.48 (2H), 6.69 (1H), 5.43-5.56 (1H), 3.89 (m, 2H), 3.70 (m, 1H), 3.55 (m, 1H), 3.26 (m, 2H), 2.44 (m, 2H), 2.06 (m, 2H), 1.85 (m, 2H), 1.74-1.76 (m, 5H), 1.27-1.32 (m, 2H). m/z: 426 [M+H]